describe an organic reaction: reactants, conditions, products, and yield From a dataset of the Open Reaction Database (ORD), a public repository of structured organic reaction records. Run at time 1 hour. The reactants are [OH-].[Li+] (lithium hydroxide), raw material, [O-2].[O-2].[O-2].[O-2].[O-2].[V+5].[V+5] (vanadium pentoxide), O=C[C@H](O)[C@@H](O)[C@H](O)[C@H](O)CO (glucose), P(O)(O)(O)=O (phosphoric acid), mullite. Procedure: A 5 L beaker was charged with 2 L of ion-exchanged water, and 252 g of lithium hydroxide was added to the beaker, and dissolved. After the addition of 364 g of vanadium pentoxide to the solution, the mixture was stirred for 1 hour. After the addition of 72 g of glucose and 692 g of 85% phosphoric acid to the mixture, the mixture was stirred for 1 hour to obtain a raw material mixture. The raw material mixture was supplied to a spray dryer (hot blast inlet temperature: 230° C., hot blast outlet t... Run in O (water). Reaction SMILES: [OH-].[Li+:2].[O-2].[O-2].[O-2].[O-2].[O-2].[V+5:8].[V+5].O=[CH:11][C@@H]([C@H]([C@@H]([C@@H](CO)O)O)O)O.[P:22](=[O:26])([OH:25])([OH:24])[OH:23]>O>[P:22]([O-:26])([O-:25])([O-:24])=[O:23].[V+5:8].[Li+:2].[P:22]([O-:26])([O-:25])([O-:24])=[O:23].[C:11] |f:0.1,2.3.4.5.6.7.8,12.13.14.15.16|. Yields the product P(=O)([O-])([O-])[O-].[V+5].[Li+].P(=O)([O-])([O-])[O-].[C] (lithium vanadium phosphate carbon). Starting materials: ClC(Cl)Cl, O=S(=O)(Cl)Cl, CCOC(=O)CC(=O)c1cccc(C)c1. Product: CCOC(=O)CC(=O)c1cccc(C)c1Cl. As a reaction SMILES: [CH:21]([Cl:22])([Cl:23])[Cl:24].[S:16]([Cl:17])(=[O:18])([Cl:19])=[O:20].[c:1]1([CH3:15])[cH:2][c:3]([C:7](=[O:8])[CH2:9][C:10](=[O:11])[O:12][CH2:13][CH3:14])[cH:4][cH:5][cH:6]1>>[c:1]1([CH3:15])[c:2]([Cl:19])[c:3]([C:7](=[O:8])[CH2:9][C:10](=[O:11])[O:12][CH2:13][CH3:14])[cH:4][cH:5][cH:6]1.